describe an organic reaction: reactants, conditions, products, and yield From a dataset of the Open Reaction Database (ORD), a public repository of structured organic reaction records. Reactants: Brc1c[nH]c2ncccc12, [H-], [Na+], CN(C)C=O, O=S(=O)(Cl)Cl, c1ccccc1. The product is O=S(=O)(c1ccccc1)n1cc(Br)c2cccnc21. RXN SMILES: [Br:3][c:4]1[cH:5][nH:6][c:7]2[n:8][cH:9][cH:10][cH:11][c:12]12.[H-:1].[Na+:2].[O:24]=[CH:25][N:26]([CH3:27])[CH3:28].[S:13](=[O:14])(=[O:15])([Cl:16])[Cl:17].[cH:18]1[cH:19][cH:20][cH:21][cH:22][cH:23]1>>[Br:3][c:4]1[cH:5][n:6]([S:13](=[O:14])(=[O:15])[c:18]2[cH:19][cH:20][cH:21][cH:22][cH:23]2)[c:7]2[n:8][cH:9][cH:10][cH:11][c:12]12. Starting materials: NC1=NC=C(N=C1OC)Br (2-amino-3-methoxy-5-bromopyrazine), [Na] (sodium), CO (methanol). Run in O (water). Product: NC1=NC=C(N=C1OC)OC (2-amino-3,5-dimethoxypyrazine). RXN SMILES: [NH2:1][C:2]1[C:7]([O:8][CH3:9])=[N:6][C:5](Br)=[CH:4][N:3]=1.[Na].[CH3:12][OH:13]>O>[NH2:1][C:2]1[C:7]([O:8][CH3:9])=[N:6][C:5]([O:13][CH3:12])=[CH:4][N:3]=1 |^1:10|. Procedure: A mixture of 0.1 mole of 2-amino-3-methoxy-5-bromopyrazine and 0.1 mole of sodium in 160 ml. of anhydrous methanol is refluxed 5-10 hours and poured into water. The product is extracted with ether or chloroform and recrystallized from a suitable solvent such as ethanol to give 2-amino-3,5-dimethoxypyrazine. Reactants: CC(C)Cn1c(=O)n(C)c(=O)c2c(SCCCOS(C)(=O)=O)n(Cc3cccc4ccccc34)cc21, N#C[Na]. Product: CC(C)Cn1c(=O)n(C)c(=O)c2c(SCCCC#N)n(Cc3cccc4ccccc34)cc21. RXN SMILES: [CH3:1][S:2]([O:3][CH2:6][CH2:7][CH2:8][S:9][c:10]1[n:11]([CH2:26][c:27]2[cH:28][cH:29][cH:30][c:31]3[cH:32][cH:33][cH:34][cH:35][c:36]23)[cH:12][c:13]2[n:14]([CH2:22][CH:23]([CH3:24])[CH3:25])[c:15](=[O:21])[n:16]([CH3:20])[c:17](=[O:19])[c:18]12)(=[O:4])=[O:5].[Na:37][C:38]#[N:39]>>[CH2:6]([CH2:7][CH2:8][S:9][c:10]1[n:11]([CH2:26][c:27]2[cH:28][cH:29][cH:30][c:31]3[cH:32][cH:33][cH:34][cH:35][c:36]23)[cH:12][c:13]2[n:14]([CH2:22][CH:23]([CH3:24])[CH3:25])[c:15](=[O:21])[n:16]([CH3:20])[c:17](=[O:19])[c:18]12)[C:38]#[N:39]. Reactants: C(C(O)C)(=O)OCC (ethyl lactate), C(CCCCCCC)O (octyl alcohol), S(O)(O)(=O)=O (sulfuric acid). Run in one. Product: C(C(O)C)(=O)OCCCCCCCC (Octyl Lactate). The yield is 43.8%. Reaction SMILES: [C:1]([O:6][CH2:7][CH3:8])(=[O:5])[CH:2]([CH3:4])[OH:3].[CH2:9](O)[CH2:10][CH2:11][CH2:12][CH2:13][CH2:14]CC.S(=O)(=O)(O)O>>[C:1]([O:6][CH2:7][CH2:8][CH2:9][CH2:10][CH2:11][CH2:12][CH2:13][CH3:14])(=[O:5])[CH:2]([CH3:4])[OH:3]. Procedure: A 500 mL one neck round bottom flask equipped with a distillation apparatus and nitrogen inlet/outlet was charged with 100.0 g (0.847 moles) of ethyl lactate, 220.49 g (1.69 moles) of octyl alcohol and 0.423 g of sulfuric acid (based on 0.5 g sulfuric acid/one mole ethyl lactate). The reaction was refluxed for 8 hours and ethanol was collected as formed. The acid was neutralized by washing three times with 100 mL saturated sodium bicarbonate solution. Approximately 50 mL ether was needed to brea...